This data is from the Open Reaction Database (ORD), a public repository of structured organic reaction records. The task is: describe an organic reaction: reactants, conditions, products, and yield Reactants: CC(C)(C)OO, CC(C)(C)C(=O)Cl, CCCCCCCCCC(C)C, Cl, [K+], [OH-], O. Product: CC(C)(C)OOC(=O)C(C)(C)C. Reaction SMILES: [C:1]([CH3:2])([CH3:3])([CH3:4])[O:5][OH:6].[C:9]([C:10]([CH3:11])([CH3:12])[CH3:13])(=[O:14])[Cl:15].[CH3:17][CH2:18][CH2:19][CH2:20][CH2:21][CH2:22][CH2:23][CH2:24][CH2:25][CH:26]([CH3:27])[CH3:28].[ClH:16].[K+:8].[OH-:7].[OH2:29]>>[C:1]([CH3:2])([CH3:3])([CH3:4])[O:5][O:6][C:9]([C:10]([CH3:11])([CH3:12])[CH3:13])=[O:14].